This data is from the Open Reaction Database (ORD), a public repository of structured organic reaction records. The task is: describe an organic reaction: reactants, conditions, products, and yield The reactants are CN(C1(CCC(CC1)=CC(=O)N1CC(CCC1)C1=CNC2=CC=CC=C12)C1=CC=CC=C1)C (2-(4-dimethylamino-4-phenylcyclohexylidene)-1-[3-(1H-indol-3-yl)piperidine-1-yl]-ethanone). Reagents/catalysts: [Pd] (Palladium on carbon). The solvent is CO (methanol). Conditions: time 24 hour. The product is CN(C1(CCC(CC1)CC(=O)N1CC(CCC1)C1=CNC2=CC=CC=C12)C1=CC=CC=C1)C (2-(4-dimethylamino-4-phenylcyclohexyl)-1-[3-(1H-indol-3-yl)piperidine-1-yl]-ethanone). Yield: 30.0%. Reaction SMILES: [CH3:1][N:2]([CH3:33])[C:3]1([C:27]2[CH:32]=[CH:31][CH:30]=[CH:29][CH:28]=2)[CH2:8][CH2:7][C:6](=[CH:9][C:10]([N:12]2[CH2:17][CH2:16][CH2:15][CH:14]([C:18]3[C:26]4[C:21](=[CH:22][CH:23]=[CH:24][CH:25]=4)[NH:20][CH:19]=3)[CH2:13]2)=[O:11])[CH2:5][CH2:4]1>[Pd].CO>[CH3:33][N:2]([CH3:1])[C:3]1([C:27]2[CH:28]=[CH:29][CH:30]=[CH:31][CH:32]=2)[CH2:8][CH2:7][CH:6]([CH2:9][C:10]([N:12]2[CH2:17][CH2:16][CH2:15][CH:14]([C:18]3[C:26]4[C:21](=[CH:22][CH:23]=[CH:24][CH:25]=4)[NH:20][CH:19]=3)[CH2:13]2)=[O:11])[CH2:5][CH2:4]1. Procedure: Palladium on carbon (5%, 60 mg) was added to a solution of 2-(4-dimethylamino-4-phenylcyclohexylidene)-1-[3-(1H-indol-3-yl)piperidine-1-yl]-ethanone (220 mg, 0.498 mmole) in abs. methanol (30 ml). The reaction mixture was hydrogenated for 24 hours at RT under a pressure of 3 bar. The catalyst was separated using Celite and the filtrate was concentrated by evaporation. After chromatographic separation of the residue (210 mg) on silica gel (20 g) with EE/methanol (2:1), 2-(4-dimethylamino-4-phenyl... The product is O1C(=NC2=C1C=CC=C2)C(C#N)=NOC(=O)OCC (α-[Benzoxazol-2-yl]-α-[O-ethoxycarbonyl-oximino]-acetonitrile). Solvent: N1=CC=CC=C1 (pyridine). Procedure details: 12 g (0.11 mol) of ethyl chloroformate are added dropwise to a solution of 18.7 g (0.1 mol) of α-[benzoxazol-2-yl]-α-oximino-acetonitrile in 120 ml of pyridine, with ice-cooling. After stirring for 3 hours, the mixture is poured into 1 liter of ice-water and the residue is filtered off and washed with water: 23 g (89% of theory) of end product, which is recrystallised from acetonitrile; melting point 187° C. Reaction conditions: time 3 hour. Reaction SMILES: Cl[C:2]([O:4][CH2:5][CH3:6])=[O:3].[O:7]1[C:11]2[CH:12]=[CH:13][CH:14]=[CH:15][C:10]=2[N:9]=[C:8]1[C:16](=[N:19][OH:20])[C:17]#[N:18]>N1C=CC=CC=1>[O:7]1[C:11]2[CH:12]=[CH:13][CH:14]=[CH:15][C:10]=2[N:9]=[C:8]1[C:16](=[N:19][O:20][C:2]([O:4][CH2:5][CH3:6])=[O:3])[C:17]#[N:18]. Reactants: ClC(=O)OCC (ethyl chloroformate), O1C(=NC2=C1C=CC=C2)C(C#N)=NO (α-[benzoxazol-2-yl]-α-oximino-acetonitrile), ice water. Starting materials: C1=CC=CC=2C3C4=CC=CC=C4C(C12)(C3)CN3CCC(CC3)NC(CBr)=O (N-(1-[9,10-dihydro-9,10-methanoanthracen-9-ylmethyl]-4-piperidyl)-2-bromoacetamide), C1(CCCC1)O (cyclopentanol). The product is C1=CC=CC=2C3C4=CC=CC=C4C(C12)(C3)CN3CCC(CC3)NC(COC3CCCC3)=O (N-(1-[9,10-Dihydro-9,10-methanoanthracen-9-ylmethyl]-4-piperidyl)-2-cyclopentoxyacetamide), solid. The yield is 63.0%. Reaction SMILES: [CH:1]1[C:14]2[C:13]3([CH2:16][N:17]4[CH2:22][CH2:21][CH:20]([NH:23][C:24](=[O:27])[CH2:25]Br)[CH2:19][CH2:18]4)[CH2:15][CH:6]([C:7]4[C:12]3=[CH:11][CH:10]=[CH:9][CH:8]=4)[C:5]=2[CH:4]=[CH:3][CH:2]=1.[CH:28]1([OH:33])[CH2:32][CH2:31][CH2:30][CH2:29]1>>[CH:1]1[C:14]2[C:13]3([CH2:16][N:17]4[CH2:22][CH2:21][CH:20]([NH:23][C:24](=[O:27])[CH2:25][O:33][CH:28]5[CH2:32][CH2:31][CH2:30][CH2:29]5)[CH2:19][CH2:18]4)[CH2:15][CH:6]([C:7]4[C:12]3=[CH:11][CH:10]=[CH:9][CH:8]=4)[C:5]=2[CH:4]=[CH:3][CH:2]=1. Procedure details: Using a procedure similar to that described in Example 21 except starting with N-(1-[9,10-dihydro-9,10-methanoanthracen-9-ylmethyl]-4-piperidyl)-2-bromoacetamide (described in Example 38a) and cyclopentanol, the title compound was obtained as a white solid (63%), mp 127.0°-8.0° C.; MS(CI): 431 (M+H); NMR (300 MHz,DMSO-d6): 1.48(br m, 4H), 1.62(br m, 8H), 2.28(br m, 2H), 2.45(s, 2H), 2.94(br m, 2H), 3.34(s, submerged, 2H), 3.60(br m, 1H), 3.74(2, 2H), 3.89(sextet, 1H, J=3.9 Hz), 4.30(s, 1H), 6.91...